From a dataset of the Open Reaction Database (ORD), a public repository of structured organic reaction records. describe an organic reaction: reactants, conditions, products, and yield Starting materials: ClN1C(CCC1=O)=O (N-chlorosuccinimide), C(CC)N(CCC1=C2C=CNC2=CC=C1)CCC (4-[2-(dipropylamino)ethyl]indole). The solvent is C1(=CC=CC=C1)C (toluene). Conditions: time 1 hour. Product: C(CC)N(CCC=1C2=CC(N=C2C=CC1)=O)CCC (4-[2-(dipropylamino)ethyl]indol-2-one). Yield: 66.2%. As a reaction SMILES: Cl[N:2]1[C:6](=[O:7])[CH2:5][CH2:4][C:3]1=O.[CH2:9]([N:12]([CH2:24][CH2:25][CH3:26])[CH2:13][CH2:14][C:15]1C=CC=C2[C:16]=1[CH:17]=[CH:18]N2)[CH2:10][CH3:11]>C1(C)C=CC=CC=1>[CH2:24]([N:12]([CH2:9][CH2:10][CH3:11])[CH2:13][CH2:14][C:15]1[C:4]2[C:3]([CH:18]=[CH:17][CH:16]=1)=[N:2][C:6](=[O:7])[CH:5]=2)[CH2:25][CH3:26]. Procedure: N-chlorosuccinimide (2.52 g, 18.9 mmol) was added to a solution of 4-[2-(dipropylamino)ethyl]indole (IV) (3 g, 12.28 mmol) in toluene (10 mL) and was stirred at room temperature for 1 h. The resultant mixture was washed with an aqueous solution of NaOH 5% and then an aqueous solution of HCl 1N (30 mL) was added to the organic layer and was heated at reflux temperature for 1 h. When the mixture reached room temperature, the organic layer was separated and the aqueous layer was basified with an aq...